From a dataset of the Open Reaction Database (ORD), a public repository of structured organic reaction records. describe an organic reaction: reactants, conditions, products, and yield Reactants: ClC1=NC(=CC2=CC=CC=C12)NC1=NNC(=C1)C ((1-chloro-isoquinolin-3-yl)-(5-methyl-1H-pyrazol-3-yl)-amine), CN1N=CC(=C1)B(O)O (N-methyl-pyrazole-4-boronic acid). Product: CC1=CC(=NN1)NC=1N=C(C2=CC=CC=C2C1)C=1C=NNC1 ((5-methyl-1H-pyrazol-3-yl)-[1-(1H-pyrazol-4-yl)-isoquinolin-3-yl]-amine). RXN SMILES: Cl[C:2]1[C:11]2[C:6](=[CH:7][CH:8]=[CH:9][CH:10]=2)[CH:5]=[C:4]([NH:12][C:13]2[CH:17]=[C:16]([CH3:18])[NH:15][N:14]=2)[N:3]=1.C[N:20]1[CH:24]=[C:23](B(O)O)[CH:22]=[N:21]1>>[CH3:18][C:16]1[NH:15][N:14]=[C:13]([NH:12][C:4]2[N:3]=[C:2]([C:23]3[CH:24]=[N:20][NH:21][CH:22]=3)[C:11]3[C:6]([CH:5]=2)=[CH:7][CH:8]=[CH:9][CH:10]=3)[CH:17]=1. Procedure details: Similar procedure as described in example 131 was used, starting from (1-chloro-isoquinolin-3-yl)-(5-methyl-1H-pyrazol-3-yl)-amine and N-methyl-pyrazole-4-boronic acid to give (5-methyl-1H-pyrazol-3-yl)-[1-(1H-pyrazol-4-yl)-isoquinolin-3-yl]-amine. LC-MS m/e 305(MH+).